Dataset: the Open Reaction Database (ORD), a public repository of structured organic reaction records. Task: describe an organic reaction: reactants, conditions, products, and yield Reactants: COc1cc(OS(=O)(=O)C(F)(F)F)ccc1S(C)(=O)=O, CC#N, C1CCC(P(C2CCCCC2)C2CCCCC2)CC1, CC(=O)Oc1ccc2c(Oc3ccc(OCCN4CCCCC4)cc3)c(OS(=O)(=O)C(F)(F)F)ccc2c1, CC(=O)[O-], CC(=O)[O-], O, [Pd+2]. Yields the product COc1cc(-c2ccc3cc(OC(C)=O)ccc3c2Oc2ccc(OCCN3CCCCC3)cc2)ccc1S(C)(=O)=O. As a reaction SMILES: [CH3:58][S:59](=[O:60])(=[O:61])[c:62]1[c:63]([O:76][CH3:77])[cH:64][c:65]([O:68][S:69]([C:70]([F:71])([F:72])[F:73])(=[O:74])=[O:75])[cH:66][cH:67]1.[CH3:79][C:80]#[N:81].[CH:1]1([P:2]([CH:3]2[CH2:4][CH2:5][CH2:6][CH2:7][CH2:8]2)[CH:9]2[CH2:10][CH2:11][CH2:12][CH2:13][CH2:14]2)[CH2:15][CH2:16][CH2:17][CH2:18][CH2:19]1.[N:20]1([CH2:26][CH2:27][O:28][c:29]2[cH:30][cH:31][c:32]([O:33][c:34]3[c:35]4[cH:36][cH:37][c:38]([O:52][C:53]([CH3:54])=[O:55])[cH:39][c:40]4[cH:41][cH:42][c:43]3[O:44][S:45]([C:46]([F:47])([F:48])[F:49])(=[O:50])=[O:51])[cH:56][cH:57]2)[CH2:21][CH2:22][CH2:23][CH2:24][CH2:25]1.[O-:83][C:84]([CH3:85])=[O:86].[O-:87][C:88]([CH3:89])=[O:90].[OH2:78].[Pd+2:82]>>[N:20]1([CH2:26][CH2:27][O:28][c:29]2[cH:30][cH:31][c:32]([O:33][c:34]3[c:35]4[cH:36][cH:37][c:38]([O:52][C:53]([CH3:54])=[O:55])[cH:39][c:40]4[cH:41][cH:42][c:43]3-[c:65]3[cH:64][c:63]([O:76][CH3:77])[c:62]([S:59]([CH3:58])(=[O:60])=[O:61])[cH:67][cH:66]3)[cH:56][cH:57]2)[CH2:21][CH2:22][CH2:23][CH2:24][CH2:25]1. Reactants: C(C)(C)C1=C(C=C(C=C1)C)NC(=S)N (1-(2-isopropyl-5-methylphenyl)thiourea), N(=C=O)CCC1=CC=C(C=C1)C1=NN(C=N1)C1=CC=C(C=C1)OC(F)(F)F (3-(4-(2-isocyanatoethyl)phenyl)-1-(4-(trifluoromethoxy)phenyl)-1H-1,2,4-triazole), BrC(C(=O)OC)C (methyl 2-brompropanoate). Product: C(C)(C)C1=C(C=C(C=C1)C)N1/C(/SC(C1=O)C)=N/C(=O)NCCC1=CC=C(C=C1)C1=NN(C=N1)C1=CC=C(C=C1)OC(F)(F)F ((Z)-1-(3-(2-isopropyl-5-methylphenyl)-5-methyl-4-oxothiazolidin-2-ylidene)-3-(4-(1-(4-(trifluoromethoxy)phenyl)-1H-1,2,4-triazol-3-yl)phenethyl)urea), oil. Yield: 49.0%. Reaction SMILES: [CH:1]([C:4]1[CH:9]=[CH:8][C:7]([CH3:10])=[CH:6][C:5]=1[NH:11][C:12]([NH2:14])=[S:13])([CH3:3])[CH3:2].[N:15]([CH2:18][CH2:19][C:20]1[CH:25]=[CH:24][C:23]([C:26]2[N:30]=[CH:29][N:28]([C:31]3[CH:36]=[CH:35][C:34]([O:37][C:38]([F:41])([F:40])[F:39])=[CH:33][CH:32]=3)[N:27]=2)=[CH:22][CH:21]=1)=[C:16]=[O:17].Br[CH:43]([CH3:48])[C:44](OC)=[O:45]>>[CH:1]([C:4]1[CH:9]=[CH:8][C:7]([CH3:10])=[CH:6][C:5]=1[N:11]1[C:44](=[O:45])[CH:43]([CH3:48])[S:13]/[C:12]/1=[N:14]\[C:16]([NH:15][CH2:18][CH2:19][C:20]1[CH:25]=[CH:24][C:23]([C:26]2[N:30]=[CH:29][N:28]([C:31]3[CH:36]=[CH:35][C:34]([O:37][C:38]([F:40])([F:39])[F:41])=[CH:33][CH:32]=3)[N:27]=2)=[CH:22][CH:21]=1)=[O:17])([CH3:3])[CH3:2]. Procedure details: The title compound was prepared from 1-(2-isopropyl-5-methylphenyl)thiourea, 3-(4-(2-isocyanatoethyl)phenyl)-1-(4-(trifluoromethoxy)phenyl)-1H-1,2,4-triazole (C34a), and methyl 2-brompropanoate and isolated as a clear sticky oil (0.192 g, 49%). Reactants: phenylmethyl ester, ( a ), C(Cl)Cl (methylene chloride), C(=O)(O)C1CC=CCC1C(=O)N[C@@H](C)C(=O)N1[C@H](C(=O)O)CCC1 (1-[N-[(6-carboxy-3-cyclohexen-1-yl)carbonyl]-L-alanyl]-L-proline), C(C)(=O)O (acetic acid). The solvent is CO (methanol), O (water), CO (methanol), [OH-].[Na+] (sodium hydroxide), CO (methanol). Run at time 3 hour. Product: C(=O)(O)[C@H]1CC=CC[C@H]1C(=O)N[C@@H](C)C(=O)N1[C@H](C(=O)O)CCC1 ((cis)-1-[N-[(6-Carboxy-3-cyclohexen-1-yl)carbonyl]-L-alanyl]-L-proline). Reaction SMILES: [C:1]([CH:4]1[CH:9]([C:10]([NH:12][C@H:13]([C:15]([N:17]2[CH2:24][CH2:23][CH2:22][C@H:18]2[C:19]([OH:21])=[O:20])=[O:16])[CH3:14])=[O:11])[CH2:8][CH:7]=[CH:6][CH2:5]1)([OH:3])=[O:2].C(Cl)Cl.C(O)(=O)C>[OH-].[Na+].CO.O>[C:1]([C@@H:4]1[C@H:9]([C:10]([NH:12][C@H:13]([C:15]([N:17]2[CH2:24][CH2:23][CH2:22][C@H:18]2[C:19]([OH:21])=[O:20])=[O:16])[CH3:14])=[O:11])[CH2:8][CH:7]=[CH:6][CH2:5]1)([OH:3])=[O:2] |f:3.4|. Procedure details: The phenylmethyl ester product from part (a) (1.2 g., 2.31 mmole) is dissolved in a solution of 10% sodium hydroxide (5 ml.) and methanol (5 ml.) and stirred at room temperature for 3 hours. The reaction mixture is diluted with water and washed with diethyl ether. Upon acidification of the aqueous layer with potassium bisulfate and saturation with sodium chloride, the diacid product is extracted into ethyl acetate and dried (MgSO4). The ethyl acetate solution is concentrated and the residue is t... Starting materials: OC[C@H](CC(C)C)NC(C1=CC=C(C=C1)N1CCC(CC1)=O)=O (N-[(1S)-1-(Hydroxymethyl)-3-methylbutyl]-4-(4-oxo-1-piperidineyl)benzamide), NC[C@H](O)C=1C=CC(=C(C1)NS(=O)(=O)C)O (N-[5-((1R)-2-amino-1-hydroxy-ethyl)-2-hydroxy-phenyl]-methanesulfonamide). Yields the product O[C@@H](CNC1CCN(CC1)C1=CC=C(C(=O)N[C@@H](CC(C)C)CO)C=C1)C1=CC(=C(C=C1)O)NS(=O)(=O)C (4-{4-[((2R)-2-Hydroxy-2-{4-hydroxy-3-[(methylsulfonyl)amino]phenyl}ethyl)amino]-1-piperidineyl}-N-[(1S)-1-(hydroxymethyl)-3-methylbutyl]benzamide), off-white solid. Reaction SMILES: [OH:1][CH2:2][C@@H:3]([NH:8][C:9](=[O:23])[C:10]1[CH:15]=[CH:14][C:13]([N:16]2[CH2:21][CH2:20][C:19](=O)[CH2:18][CH2:17]2)=[CH:12][CH:11]=1)[CH2:4][CH:5]([CH3:7])[CH3:6].[NH2:24][CH2:25][C@@H:26]([C:28]1[CH:29]=[CH:30][C:31]([OH:39])=[C:32]([NH:34][S:35]([CH3:38])(=[O:37])=[O:36])[CH:33]=1)[OH:27]>>[OH:27][C@H:26]([C:28]1[CH:29]=[CH:30][C:31]([OH:39])=[C:32]([NH:34][S:35]([CH3:38])(=[O:37])=[O:36])[CH:33]=1)[CH2:25][NH:24][CH:19]1[CH2:20][CH2:21][N:16]([C:13]2[CH:14]=[CH:15][C:10]([C:9]([NH:8][C@H:3]([CH2:2][OH:1])[CH2:4][CH:5]([CH3:7])[CH3:6])=[O:23])=[CH:11][CH:12]=2)[CH2:17][CH2:18]1. Reported procedure: The title compound was prepared from N-[(1S)-1-(hydroxymethyl)-3-methylbutyl]-4-(4-oxo-1-piperidineyl)benzamide (which was obtained in Example 173) (0.13 g, 0.4 mmol) and N-[5-((1R)-2-amino-1-hydroxy-ethyl)-2-hydroxy-phenyl]-methanesulfonamide (0.12 g, 0.48 mmol) (which was obtained in Example 10) according to the prodedure shown for Example 180 to give 0.16 g of an off-white solid; m.p. 120-122° C.; MS (ES) m/z: 549.3 (MH+); HRMS (ES) Calcd. for C27H41N4O6S(MH+): 549.2741, Found: 549.2735. The reactants are ClC=1C(=C(C(=O)O)C=CC1)F (3-chloro-2-fluorobenzoic acid), ClS(=O)(=O)O (chlorosulfonic acid), C(C)N (Ethylamine), C(C)(=O)OCC (Ethyl acetate). Run in C1CCOC1 (THF). Conditions: time 10 minute. Yields the product ClC=1C(=C(C(=O)O)C=C(C1)S(=O)(=O)NCC)F (3-chloro-5-[(ethylamino)sulfonyl]-2-fluorobenzoic acid). As a reaction SMILES: [Cl:1][C:2]1[C:3]([F:11])=[C:4]([CH:8]=[CH:9][CH:10]=1)[C:5]([OH:7])=[O:6].Cl[S:13]([OH:16])(=O)=[O:14].C(OCC)(=O)C.[CH2:23]([NH2:25])[CH3:24]>C1COCC1>[Cl:1][C:2]1[C:3]([F:11])=[C:4]([CH:8]=[C:9]([S:13]([NH:25][CH2:23][CH3:24])(=[O:16])=[O:14])[CH:10]=1)[C:5]([OH:7])=[O:6]. Reported procedure: 3-chloro-2-fluorobenzoic acid (200 mg, 1.146 mmol) in chlorosulfonic acid (1.535 ml, 22.92 mmol) was stirred at room temperature for 30 seconds, then microwaved at 200 degrees for 10 rains. The reaction mixture was cooled to room temperature and dumped on ice (10 g) slowly. Ethyl acetate (25 ml) was added and extracted twice with ethyl acetate (10 mL X2). The combined organic phase was dried over MgSO4. Ethylamine (1833 μl, 3.67 mmol) in THF (2.0 M) was added, stirred at room temperature for 10 ... Isolated yield 64.0%. Product: C(C)N1N=CC=2C1=NC1=C(C=CC=C1C2Cl)Br (1-ethyl-4-chloro-8-bromo-1H-pyrazolo[3,4-b]quinoline), C(C)N1N=CC=2C1=NC1=CC=C(C=C1C2Cl)Br (1-ethyl-4-chloro-6-bromo-1H-pyrazolo[3,4-b]quinoline). Reaction SMILES: [CH2:1]([N:3]1[C:7]([NH:8][C:9]2[C:10](=[CH:14][CH:15]=[CH:16][C:17]=2[Br:18])[C:11](O)=O)=[CH:6][CH:5]=[N:4]1)[CH3:2].[CH2:19]([N:21]1[C:25]([NH:26][C:27]2[C:28](=[CH:32][C:33]([Br:36])=[CH:34][CH:35]=2)[C:29](O)=O)=[CH:24][CH:23]=[N:22]1)[CH3:20].[NH4+].[OH-].O=P(Cl)(Cl)[Cl:41]>>[CH2:1]([N:3]1[C:7]2=[N:8][C:9]3[C:10]([C:11]([Cl:41])=[C:6]2[CH:5]=[N:4]1)=[CH:14][CH:15]=[CH:16][C:17]=3[Br:18])[CH3:2].[CH2:19]([N:21]1[C:25]2=[N:26][C:27]3[C:28]([C:29]([Cl:41])=[C:24]2[CH:23]=[N:22]1)=[CH:32][C:33]([Br:36])=[CH:34][CH:35]=3)[CH3:20] |f:2.3|. Starting materials: ice water, [NH4+].[OH-] (NH4OH), C(C)N1N=CC=C1NC=1C(C(=O)O)=CC=CC1Br (N- (1-ethylpyrazol-5-yl)-3-bromoanthranilic acid), C(C)N1N=CC=C1NC=1C(C(=O)O)=CC(=CC1)Br (N-(1-ethylpyrazol-5-yl)-5-bromoanthranilic acid), O=P(Cl)(Cl)Cl (POCl3). Procedure details: A mixture of N- (1-ethylpyrazol-5-yl)-3-bromoanthranilic acid and N-(1-ethylpyrazol-5-yl)-5-bromoanthranilic acid (34.8 g, 0.11 mol) and POCl3 (100 mL) was heated at reflux for 8 hours. The reaction mixture was cooled to room temperature and then was poured into ice-water and neutralized with concentrated NH4OH. The mixture was extracted with CH2Cl2 and the CH2Cl2 layer was dried over MgSO4 and evaporated to dryness. The residue was purified by column chromatography on silica gel eluting with CH... Reactants: CCCCCCCc1ccnc(-c2ccc(C(=O)OCC)cc2)n1, CO, ClCCl, N. The product is CCCCCCCc1ccnc(-c2ccc(C(N)=O)cc2)n1. As a reaction SMILES: [CH2:1]([O:3][C:4](=[O:2])[c:5]1[cH:6][cH:7][c:8](-[c:11]2[n:12][cH:13][cH:14][c:15]([CH2:17][CH2:18][CH2:19][CH2:20][CH2:21][CH2:22][CH3:23])[n:16]2)[cH:9][cH:10]1)[CH3:24].[CH3:29][OH:30].[Cl:26][CH2:27][Cl:28].[NH3:25]>>[O:3]=[C:4]([c:5]1[cH:6][cH:7][c:8](-[c:11]2[n:12][cH:13][cH:14][c:15]([CH2:17][CH2:18][CH2:19][CH2:20][CH2:21][CH2:22][CH3:23])[n:16]2)[cH:9][cH:10]1)[NH2:25].